The task is: describe an organic reaction: reactants, conditions, products, and yield. This data is from the Open Reaction Database (ORD), a public repository of structured organic reaction records. The reactants are C1(CCC(CC1)CO)CO (1,4-cyclohexanedimethanol), C1(=CC=CC=C1)C (toluene), C(C=C)Br (allyl bromide), [OH-].[Na+] (sodium hydroxide). Reagents/catalysts: [Br-].C(CCC)[N+](CCCC)(CCCC)CCCC (tetra-n-butylammonium bromide). Conditions: time 10 hour. The product is C(C=C)OCC1CCC(CC1)COCC=C (1,4-bis[(2-propenyloxy)methyl]cyclohexane). The yield is 99.0%. RXN SMILES: [CH:1]1([CH2:9][OH:10])[CH2:6][CH2:5][CH:4]([CH2:7][OH:8])[CH2:3][CH2:2]1.[CH2:11](Br)[CH:12]=[CH2:13].[OH-].[Na+].[C:17]1(C)[CH:22]=CC=C[CH:18]=1>[Br-].C([N+](CCCC)(CCCC)CCCC)CCC>[CH2:11]([O:8][CH2:7][CH:4]1[CH2:5][CH2:6][CH:1]([CH2:9][O:10][CH2:22][CH:17]=[CH2:18])[CH2:2][CH2:3]1)[CH:12]=[CH2:13] |f:2.3,5.6|. Procedure details: Into a two liter round-bottom three-neck flask equipped with a mechanical stirrer, reflux condensor, thermocouple, and nitrogen inlet, were placed 1,4-cyclohexanedimethanol (375 g, 2.60 moles), allyl bromide (1100 g, 9.09 moles), toluene (830 mL), sodium hydroxide (300 g, 7.5 mole), and tetra-n-butylammonium bromide (110 g, 0.34 mole). The reaction mixture was stirred at 30°-50° C. for 8 hours and at 70°-80° C. for 10 hours. Gas chromatography analysis showed >99% of the desired product. After c... Starting materials: BrC1=CC=C(C=C1)[C@H]1CN(CCO1)C(=O)OC(C)(C)C ((S)-tert-butyl 2-(4-bromophenyl)morpholine-4-carboxylate), FC1=CC=C(C=C1)N1N=CC(=C1)B(O)O (1-(4-fluorophenyl)-1H-pyrazole-4-ylboronic acid), P(=O)([O-])([O-])[O-].[K+].[K+].[K+] (potassium phosphate), O (water). The reagents and catalysts are C=1C=CC(=CC1)[P](C=2C=CC=CC2)(C=3C=CC=CC3)[Pd]([P](C=4C=CC=CC4)(C=5C=CC=CC5)C=6C=CC=CC6)([P](C=7C=CC=CC7)(C=8C=CC=CC8)C=9C=CC=CC9)[P](C=1C=CC=CC1)(C=1C=CC=CC1)C=1C=CC=CC1 (tetrakis(triphenylphosphine)palladium(0)). The solvent is CC(=O)N(C)C (dimethylacetamide). Run at temperature 150 celsius. Yields the product FC1=CC=C(C=C1)N1N=CC(=C1)C1=CC=C(C=C1)[C@H]1CN(CCO1)C(=O)OC(C)(C)C ((S)-tert-Butyl 2-(4-(1-(4-fluorophenyl)-1H-pyrazol-4-yl)phenyl)morpholine-4-carboxylate). Yield: 36.6%. As a reaction SMILES: Br[C:2]1[CH:7]=[CH:6][C:5]([C@@H:8]2[O:13][CH2:12][CH2:11][N:10]([C:14]([O:16][C:17]([CH3:20])([CH3:19])[CH3:18])=[O:15])[CH2:9]2)=[CH:4][CH:3]=1.[F:21][C:22]1[CH:27]=[CH:26][C:25]([N:28]2[CH:32]=[C:31](B(O)O)[CH:30]=[N:29]2)=[CH:24][CH:23]=1.P([O-])([O-])([O-])=O.[K+].[K+].[K+].O>CC(N(C)C)=O.C1C=CC([P]([Pd]([P](C2C=CC=CC=2)(C2C=CC=CC=2)C2C=CC=CC=2)([P](C2C=CC=CC=2)(C2C=CC=CC=2)C2C=CC=CC=2)[P](C2C=CC=CC=2)(C2C=CC=CC=2)C2C=CC=CC=2)(C2C=CC=CC=2)C2C=CC=CC=2)=CC=1>[F:21][C:22]1[CH:23]=[CH:24][C:25]([N:28]2[CH:32]=[C:31]([C:2]3[CH:7]=[CH:6][C:5]([C@@H:8]4[O:13][CH2:12][CH2:11][N:10]([C:14]([O:16][C:17]([CH3:20])([CH3:19])[CH3:18])=[O:15])[CH2:9]4)=[CH:4][CH:3]=3)[CH:30]=[N:29]2)=[CH:26][CH:27]=1 |f:2.3.4.5,^1:54,56,75,94|. Procedure: A mixture of (S)-tert-butyl 2-(4-bromophenyl)morpholine-4-carboxylate (100 mg, 0.29 mmol), 1-(4-fluorophenyl)-1H-pyrazole-4-ylboronic acid (60 mg, 0.29 mmol), tribasic potassium phosphate (124 mg, 0.585 mmol) and tetrakis(triphenylphosphine)palladium(0) (13.5 mg, 0.0117 mmol) in dimethylacetamide (2 ml) was placed in a microwave tube, closed and heated at 150° C. for 10 min using a microwave synthesizer (Personal Chemistry Emrys Optimizer). After cooling water (10 ml) was added, and the reaction...